This data is from the Open Reaction Database (ORD), a public repository of structured organic reaction records. The task is: describe an organic reaction: reactants, conditions, products, and yield The reactants are ClC=1C=C(C=CC1F)NC1=C(C=NC2=CN=C(C=C12)F)C#N (4-(3-Chloro-4-fluoro-phenylamino)-6-fluoro-[1,7]naphthyridine-3-carbonitrile), CN(CCCN)C (N1,N1-dimethylpropane-1,3-diamine). Product: ClC=1C=C(C=CC1F)NC1=C(C=NC2=CN=C(C=C12)NCCCN(C)C)C#N (4-[(3-chloro-4-fluorophenyl)amino]-6-{[3-(dimethylamino)propyl]amino}-1,7-naphthyridine-3-carbonitrile). The yield is 44.0%. RXN SMILES: [Cl:1][C:2]1[CH:3]=[C:4]([NH:9][C:10]2[C:19]3[C:14](=[CH:15][N:16]=[C:17](F)[CH:18]=3)[N:13]=[CH:12][C:11]=2[C:21]#[N:22])[CH:5]=[CH:6][C:7]=1[F:8].[CH3:23][N:24]([CH3:29])[CH2:25][CH2:26][CH2:27][NH2:28]>>[Cl:1][C:2]1[CH:3]=[C:4]([NH:9][C:10]2[C:19]3[C:14](=[CH:15][N:16]=[C:17]([NH:28][CH2:27][CH2:26][CH2:25][N:24]([CH3:29])[CH3:23])[CH:18]=3)[N:13]=[CH:12][C:11]=2[C:21]#[N:22])[CH:5]=[CH:6][C:7]=1[F:8]. Reported procedure: Following the procedure described above in Example 34, 4-(3-Chloro-4-fluoro-phenylamino)-6-fluoro-[1,7]naphthyridine-3-carbonitrile was reacted with N1,N1-dimethylpropane-1,3-diamine. The crude product was purified by flash column chromatography (15% methanol in methylene chloride) to give a yellow solid (0.040 g, 44%). 1H NMR (400 MHz, chloroform-D) δ ppm 1.8 (m, 2 H) 2.3 (s, 6 H) 2.4 (t, J=6.4 Hz, 2 H) 3.2 (t, J=6.6 Hz, 2 H) 3.5 (s, 1 H) 6.3 (s, 1 H) 7.1 (m, 2 H) 7.2 (t, J=8.6 Hz, 1 H) 7.3 (dd... Starting materials: N[C@H]([C@@H](C(=O)N1[C@H](C(=O)NC(C)(C)C)C[C@@H](C1)Cl)O)CC1=CC=CC=C1 ((4S)-1-[(2S,3S)-3-amino-2-hydroxy-4-phenylbutyryl]-4-chloro-N-t-butyl-L-prolinamide), C(C1=CC=CC=C1)OC(=O)NC(C(=O)O)C(C)P(=O)(OC)OC (2-benzyloxycarbonylamino-3-dimethylphosphonobutyric acid). Yields the product C(C1=CC=CC=C1)OC(=O)NC(C(=O)N[C@H]([C@@H](C(=O)N1[C@H](C(=O)NC(C)(C)C)C[C@@H](C1)Cl)O)CC1=CC=CC=C1)C(C)P(=O)(OC)OC ((4S)-1-[(2S,3S)-3-(2-Benzyloxycarbonylamino-3-dimethylphosphonobutanoyl)amino-2-hydroxy-4-phenylbutyryl]-4-chloro-N-t-butyl-L-prolinamide). Yield: 25.3%. As a reaction SMILES: [NH2:1][C@@H:2]([CH2:20][C:21]1[CH:26]=[CH:25][CH:24]=[CH:23][CH:22]=1)[C@H:3]([OH:19])[C:4]([N:6]1[CH2:17][C@@H:16]([Cl:18])[CH2:15][C@H:7]1[C:8]([NH:10][C:11]([CH3:14])([CH3:13])[CH3:12])=[O:9])=[O:5].[CH2:27]([O:34][C:35]([NH:37][CH:38]([CH:42]([P:44]([O:48][CH3:49])([O:46][CH3:47])=[O:45])[CH3:43])[C:39](O)=[O:40])=[O:36])[C:28]1[CH:33]=[CH:32][CH:31]=[CH:30][CH:29]=1>>[CH2:27]([O:34][C:35]([NH:37][CH:38]([CH:42]([P:44]([O:46][CH3:47])([O:48][CH3:49])=[O:45])[CH3:43])[C:39]([NH:1][C@@H:2]([CH2:20][C:21]1[CH:26]=[CH:25][CH:24]=[CH:23][CH:22]=1)[C@H:3]([OH:19])[C:4]([N:6]1[CH2:17][C@@H:16]([Cl:18])[CH2:15][C@H:7]1[C:8]([NH:10][C:11]([CH3:14])([CH3:13])[CH3:12])=[O:9])=[O:5])=[O:40])=[O:36])[C:28]1[CH:29]=[CH:30][CH:31]=[CH:32][CH:33]=1. Procedure details: Following a procedure similar to that described in Example 66, but using 115 mg (0.3 mmol) of (4S)-1-[(2S,3S)-3-amino-2-hydroxy-4-phenylbutyryl]-4-chloro-N-t-butyl-L-prolinamide [prepared as described in Preparation 21(b)] and 100 mg of 2-benzyloxycarbonylamino-3-dimethylphosphonobutyric acid, and then purifying the product by preparative thin layer chromatography, using a 8:1 by volume mixture of methylene chloride and methanol as the developing solvent, 52 mg of the title compound were obtaine... The reactants are O=c1[nH]ncn1-c1ccc(Cl)cc1, CC(O)C1(c2ccc(F)cc2F)CO1. Product: CC(n1ncn(-c2ccc(Cl)cc2)c1=O)C1(c2ccc(F)cc2F)CO1. As a reaction SMILES: [Cl:15][c:16]1[cH:17][cH:18][c:19](-[n:22]2[c:23](=[O:27])[nH:24][n:25][cH:26]2)[cH:20][cH:21]1.[F:1][c:2]1[c:3]([C:9]2([CH:12]([CH3:13])[OH:14])[O:10][CH2:11]2)[cH:4][cH:5][c:6]([F:8])[cH:7]1>>[F:1][c:2]1[c:3]([C:9]2([CH:12]([CH3:13])[n:24]3[c:23](=[O:27])[n:22](-[c:19]4[cH:18][cH:17][c:16]([Cl:15])[cH:21][cH:20]4)[cH:26][n:25]3)[O:10][CH2:11]2)[cH:4][cH:5][c:6]([F:8])[cH:7]1. The reactants are O=[N+]([O-])c1cccc2ccc3c(c12)C(CCl)CN3, [K+], O=[N+]([O-])[O-], O=S(=O)(O)O. Product: O=[N+]([O-])c1cc2c(c3c([N+](=O)[O-])cccc13)C(CCl)CN2. Reaction SMILES: [Cl:1][CH2:2][CH:3]1[CH2:4][NH:5][c:6]2[cH:7][cH:8][c:9]3[c:10]([c:11]21)[c:12]([N+:16](=[O:17])[O-:18])[cH:13][cH:14][cH:15]3.[K+:23].[N+:19](=[O:20])([O-:21])[O-:22].[S:24](=[O:25])(=[O:26])([OH:27])[OH:28]>>[Cl:1][CH2:2][CH:3]1[CH2:4][NH:5][c:6]2[cH:7][c:8]([N+:19](=[O:20])[O-:21])[c:9]3[c:10]([c:11]21)[c:12]([N+:16](=[O:17])[O-:18])[cH:13][cH:14][cH:15]3. The reactants are COC(C1=C(C(=CC(=C1)C)C)N(CCC)S(=O)(=O)C1=CC=C(C=C1)OC)=O (2-[(4-Methoxy-benzenesulfonyl)-propyl-amino]-3,5-dimethyl-benzoic acid methyl ester). The solvent is CCOCC.CCCCCC (ether hexane). The product is COC1=CC=C(C=C1)S(=O)(=O)N(C1=C(C(=O)O)C=C(C=C1C)C)CCC (2-[(4-Methoxy-benzenesulfonyl)-propyl-amino]-3,5-dimethyl-benzoic acid). The yield is 79.3%. RXN SMILES: C[O:2][C:3](=[O:27])[C:4]1[CH:9]=[C:8]([CH3:10])[CH:7]=[C:6]([CH3:11])[C:5]=1[N:12]([S:16]([C:19]1[CH:24]=[CH:23][C:22]([O:25][CH3:26])=[CH:21][CH:20]=1)(=[O:18])=[O:17])[CH2:13][CH2:14][CH3:15]>CCOCC.CCCCCC>[CH3:26][O:25][C:22]1[CH:23]=[CH:24][C:19]([S:16]([N:12]([CH2:13][CH2:14][CH3:15])[C:5]2[C:6]([CH3:11])=[CH:7][C:8]([CH3:10])=[CH:9][C:4]=2[C:3]([OH:27])=[O:2])(=[O:18])=[O:17])=[CH:20][CH:21]=1 |f:1.2|. Procedure details: In the same amn as described in Example 109, 0.602 g (1.54 mmol) of the product of Example 105 provided 0.461 g (79%) of the desired carboxylic acid as a white solid after trituration with ether/hexane. Electrospray Mass Spec 378.2(M+H).